Dataset: the Open Reaction Database (ORD), a public repository of structured organic reaction records. Task: describe an organic reaction: reactants, conditions, products, and yield The reactants are N1=C(N=CC=C1)C1=CC=C(C=C1)C1(CCC2(OCCO2)CC1)O (8-(4-pyrimidin-2-ylphenyl)-1,4-dioxaspiro[4.5]decan-8-ol), Cl (HCl). The solvent is O (water). Yields the product OC1(CCC(CC1)=O)C1=CC=C(C=C1)C1=NC=CC=N1 (4-Hydroxy-4-(4-pyrimidin-2-ylphenyl)cyclohexanone). Reaction SMILES: [N:1]1[CH:6]=[CH:5][CH:4]=[N:3][C:2]=1[C:7]1[CH:12]=[CH:11][C:10]([C:13]2([OH:23])[CH2:22][CH2:21][C:16]3(OCC[O:17]3)[CH2:15][CH2:14]2)=[CH:9][CH:8]=1.Cl>O>[OH:23][C:13]1([C:10]2[CH:9]=[CH:8][C:7]([C:2]3[N:1]=[CH:6][CH:5]=[CH:4][N:3]=3)=[CH:12][CH:11]=2)[CH2:22][CH2:21][C:16](=[O:17])[CH2:15][CH2:14]1. Procedure details: The title compound was prepared by treating the ketal of step B with HCl in water following the procedure described in step B of Example 2. MS (M+H)+ 269. Isolated yield 90.0%. Product: BrC1=CC=C(C=C1)C(C(=O)O)CCCCl (2-(4-bromophenyl)-5-chloro-pentanoic acid). Procedure details: The 2-(4-bromophenyl)-5-chloropentane nitrile (4 g, 14.7 mmol) was hydrolyzed by refluxing for 12 h with a 3:5:3 mixture of concentrated H2SO4, glacial acietic acid, and water (33 mL). The reaction mixture was cooled to room temperature, diluted with water, and extracted with CHCl3. The organic layer was washed with brine (3 times), then dried with MgSO4, the solution was evaporated to dryness under reduced pressure, giving an oil (3.8 g, 90%). MS: calc'd 290 (MH+), exp 290 (MH+). 1H NMR (400 MH... RXN SMILES: [Br:1][C:2]1[CH:7]=[CH:6][C:5]([CH:8]([CH2:11][CH2:12][CH2:13][Cl:14])[C:9]#N)=[CH:4][CH:3]=1.[OH:15]S(O)(=O)=O.[OH2:20]>>[Br:1][C:2]1[CH:7]=[CH:6][C:5]([CH:8]([CH2:11][CH2:12][CH2:13][Cl:14])[C:9]([OH:15])=[O:20])=[CH:4][CH:3]=1. Reactants: BrC1=CC=C(C=C1)C(C#N)CCCCl (2-(4-bromophenyl)-5-chloropentane nitrile), OS(=O)(=O)O (H2SO4), O (water), O (water). The reactants are C(=NC1CCCCC1)=NC1CCCCC1, C1CCOC1, COc1ccc2cc(C(C)C(=O)O)ccc2c1, ClCCl, CC(CO)(CO)[N+](=O)[O-]. Product: COc1ccc2cc(C(C)C(=O)OCC(C)(CO)[N+](=O)[O-])ccc2c1. As a reaction SMILES: [CH2:1]1[CH2:2][CH2:3][CH:4]([N:5]=[C:6]=[N:7][CH:8]2[CH2:9][CH2:10][CH2:11][CH2:12][CH2:13]2)[CH2:14][CH2:15]1.[CH2:45]1[O:46][CH2:47][CH2:48][CH2:49]1.[CH3:16][O:17][c:18]1[cH:19][c:20]2[cH:21][cH:22][c:23]([CH:28]([C:29](=[O:30])[OH:31])[CH3:32])[cH:24][c:25]2[cH:26][cH:27]1.[Cl:42][CH2:43][Cl:44].[N+:33](=[O:34])([O-:35])[C:36]([CH2:37][OH:38])([CH2:39][OH:40])[CH3:41]>>[CH3:16][O:17][c:18]1[cH:19][c:20]2[cH:21][cH:22][c:23]([CH:28]([C:29](=[O:30])[O:31][CH2:39][C:36]([N+:33](=[O:34])[O-:35])([CH2:37][OH:38])[CH3:41])[CH3:32])[cH:24][c:25]2[cH:26][cH:27]1.